From a dataset of the Open Reaction Database (ORD), a public repository of structured organic reaction records. describe an organic reaction: reactants, conditions, products, and yield Reactants: [OH-].[K+] (potassium hydroxide), BrC1C2=C(C(C3=C(SC=C3)C1OC)=O)C=CC=C2 (9-bromo-9,10-dihydro-10-methoxy-4H-benzo[4,5]cyclohepta[1,2-b]thiophen-4-one). Run in CO (methanol). Yields the product COC1=CC2=C(C(C3=C1SC=C3)=O)C=CC=C2 (10-Methoxy-4H-benzo[4,5] cyclohepta[1,2-b] thiophen-4-one). As a reaction SMILES: [OH-].[K+].Br[CH:4]1[CH:13]([O:14][CH3:15])[C:9]2[S:10][CH:11]=[CH:12][C:8]=2[C:7](=[O:16])[C:6]2[CH:17]=[CH:18][CH:19]=[CH:20][C:5]1=2>CO>[CH3:15][O:14][C:13]1[C:9]2[S:10][CH:11]=[CH:12][C:8]=2[C:7](=[O:16])[C:6]2[CH:17]=[CH:18][CH:19]=[CH:20][C:5]=2[CH:4]=1 |f:0.1|. Reported procedure: 9 g of potassium hydroxide are added to a solution of 17.5 g of 9-bromo-9,10-dihydro-10-methoxy-4H-benzo[4,5]cyclohepta[1,2-b]thiophen-4-one in 400 cc of methanol, and the solution is boiled at reflux for 6 hours. After cooling to 0°-5°, the precipitated crystalline material is filtered off and recrystallized from methanol. The pure 10-methoxy-4H-benzo[4,5] cyclohepta[1,2-b]thiophen-4-one, having a M.P. of 164°-166°, is obtained in this manner. Microanalysis agrees with the formula C14H10O2S. Th... The reactants are ClC=1C2=C(N=C(N1)N1CCN(CC1)C1=CC=CC=C1)CCS2 (4-chloro-2-(4-phenylpiperazin-1-yl)-6,7-dihydrothieno[3,2-d]pyrimidine). Run in C1(CCCCC1)N (cyclohexylamine). Product: C1(CCCCC1)NC=1C2=C(N=C(N1)N1CCN(CC1)C1=CC=CC=C1)CCS2 (cyclohexyl-[2-(4-phenylpiperazin-1-yl)-6,7-dihydrothieno[3,2-d]pyrimidin-4-yl]amine). The yield is 67.4%. Reaction SMILES: Cl[C:2]1[C:3]2[S:22][CH2:21][CH2:20][C:4]=2[N:5]=[C:6]([N:8]2[CH2:13][CH2:12][N:11]([C:14]3[CH:19]=[CH:18][CH:17]=[CH:16][CH:15]=3)[CH2:10][CH2:9]2)[N:7]=1>C1(N)CCCCC1>[CH:14]1([NH:11][C:2]2[C:3]3[S:22][CH2:21][CH2:20][C:4]=3[N:5]=[C:6]([N:8]3[CH2:13][CH2:12][N:11]([C:14]4[CH:19]=[CH:18][CH:17]=[CH:16][CH:15]=4)[CH2:10][CH2:9]3)[N:7]=2)[CH2:19][CH2:18][CH2:17][CH2:16][CH2:15]1. Procedure details: 0.300 g (0.90 mmol) of 4-chloro-2-(4-phenylpiperazin-1-yl)-6,7-dihydrothieno[3,2-d]pyrimidine (V) is placed in 4 mL of cyclohexylamine, then reacted for 0.1 hours at 130° C. in the microwave. Then the reaction mixture is concentrated by evaporation, the residue is stirred with water and suction filtered. 0.120 g of product I (34%) is obtained as a powder. 1H NMR (400 MHz, DMSO): 7.22 (2H, t); 6.97 (2H, d); 6.79 (1H, t); 6.08 (1H, d); 3.93-3.81 (1H, m); 3.80-3.69 (4H, m); 3.22 (2H, t); 3.18-3.11 ... Reactants: C1(=CC=CC2=CC=CC=C12)S(=O)(=O)Cl (1-naphthalenesulfonyl chloride), ice, C(C1=CC=CC=C1)OC(=O)N[C@@H]([C@@H](C)CC)C(=O)N[C@@H](CC1=CNC2=CC=CC=C12)CO (N-benzyloxycarbonyl-(L)-isoleucyl-(L)-tryptophanol), C(C)O (ethanol), C1CCOC1 (THF). Reagents/catalysts: CN(C)C1=CC=NC=C1 (4-(N,N-dimethylamino)pyridine), [C].[Pd] (palladium-carbon). The solvent is CN(C=O)C (N,N-dimethylformamide). Run at temperature 0 celsius, time 2 hour. Yields the product C1(=CC=CC2=CC=CC=C12)S(=O)(=O)N[C@@H]([C@@H](C)CC)C(=O)N[C@@H](CC1=CNC2=CC=CC=C12)CO (N-(1-naphthylsulfonyl)-(L)-isoleucyl-(L)-tryptophanol). Yield: 82.2%. Reaction SMILES: C(OC([NH:11][C@H:12]([C:17]([NH:19][C@H:20]([CH2:31][OH:32])[CH2:21][C:22]1[C:30]2[C:25](=[CH:26][CH:27]=[CH:28][CH:29]=2)[NH:24][CH:23]=1)=[O:18])[C@H:13]([CH2:15][CH3:16])[CH3:14])=O)C1C=CC=CC=1.C(O)C.C1COCC1.[C:41]1([S:51](Cl)(=[O:53])=[O:52])[C:50]2[C:45](=[CH:46][CH:47]=[CH:48][CH:49]=2)[CH:44]=[CH:43][CH:42]=1>CN(C)C=O.CN(C1C=CN=CC=1)C.[C].[Pd]>[C:41]1([S:51]([NH:11][C@H:12]([C:17]([NH:19][C@H:20]([CH2:31][OH:32])[CH2:21][C:22]2[C:30]3[C:25](=[CH:26][CH:27]=[CH:28][CH:29]=3)[NH:24][CH:23]=2)=[O:18])[C@H:13]([CH2:15][CH3:16])[CH3:14])(=[O:53])=[O:52])[C:50]2[C:45](=[CH:46][CH:47]=[CH:48][CH:49]=2)[CH:44]=[CH:43][CH:42]=1 |f:6.7|. Reported procedure: A mixture of N-benzyloxycarbonyl-(L)-isoleucyl-(L)-tryptophanol (55 g), palladium-carbon (5%, 50% wet, 30 g) and ethanol (50 ml)-THF (300 ml) was subjected to catalytic hydrogenation at room temperature and atomospheric pressure. After the catalyst was filtered off, the filterate was concentrated under reduced pressure to yield an oily substance. The oil was dissolved in N,N-dimethylformamide (300 ml), and 1-naphthalenesulfonyl chloride (30 g) and 4-(N,N-dimethylamino)pyridine (DMAP) (17 g) were... The reactants are N#CC1CCCN1C(=O)CBr, CCOC(=O)C12CCC(N)(CC1)C2. RXN SMILES: [Br:14][CH2:15][C:16](=[O:17])[N:18]1[CH:19]([C:23]#[N:24])[CH2:20][CH2:21][CH2:22]1.[NH2:1][C:2]12[CH2:3][CH2:4][C:5]([C:9](=[O:10])[O:11][CH2:12][CH3:13])([CH2:6][CH2:7]1)[CH2:8]2>>[NH:1]([C:2]12[CH2:3][CH2:4][C:5]([C:9](=[O:10])[O:11][CH2:12][CH3:13])([CH2:6][CH2:7]1)[CH2:8]2)[CH2:15][C:16](=[O:17])[N:18]1[CH:19]([C:23]#[N:24])[CH2:20][CH2:21][CH2:22]1. Yields the product CCOC(=O)C12CCC(NCC(=O)N3CCCC3C#N)(CC1)C2. Starting materials: C(C(O)C(O)C(=O)O)(=O)O.C(C1=CC=CC=C1)OCC[C@@H]1CC[C@H](CC1)[C@@H]1NCCC1 (trans-(R)-2-[4-(benzyloxyethyl)cyclohexyl]pyrrolidine tartaric acid salt). Solvent: [OH-].[Na+] (NaOH). The product is C(C1=CC=CC=C1)OCC[C@@H]1CC[C@H](CC1)[C@@H]1NCCC1 (trans-(R)-2-[4-(benzyloxyethyl)cyclohexyl]pyrrolidine). As a reaction SMILES: C(O)(=O)C(C(C(O)=O)O)O.[CH2:11]([O:18][CH2:19][CH2:20][C@H:21]1[CH2:26][CH2:25][C@H:24]([C@H:27]2[CH2:31][CH2:30][CH2:29][NH:28]2)[CH2:23][CH2:22]1)[C:12]1[CH:17]=[CH:16][CH:15]=[CH:14][CH:13]=1>[OH-].[Na+]>[CH2:11]([O:18][CH2:19][CH2:20][C@H:21]1[CH2:26][CH2:25][C@H:24]([C@H:27]2[CH2:31][CH2:30][CH2:29][NH:28]2)[CH2:23][CH2:22]1)[C:12]1[CH:17]=[CH:16][CH:15]=[CH:14][CH:13]=1 |f:0.1,2.3|. Procedure: To a stirred mixture of anhydrous ammonium formate (15.8 g, 0.25 mol) and trans-(S)-2-{(R)-2-[4-(benzyloxyethyl)cyclohexyl]pyrrolidin-1-yl}-2-phenylethanol (20.5 g, 0.050 mol) in MeOH (200 mL) is added 10% palladium on carbon (1.00 g), and the resulting mixture is stirred under nitrogen atmosphere at room temperature for 2 hours and then at 35° C. for 3 hours. The reaction mixture is filtered, and the filtrate is concentrated. The crude residue is dissolved with 1N HCl and extracted with ether t... Reactants: BrCCCC1=CCCC2=CC=C(C=C12)OC (4-(3-bromopropyl)-6-methoxy-1,2-dihydronaphthalene), C1(C=2C(C(N1)=O)=CC=CC2)=O.[K] (potassium phthalimide), CN(C)C=O (DMF). Run in O (water). Run at temperature 100 celsius. The product is COC1=CC=C2CCC=C(C2=C1)CCCN1C(C2=CC=CC=C2C1=O)=O (2-[3-(7-Methoxy-3,4-dihydronaphthalen-1-yl)propyl]isoindole-1,3-dione). Yield: 95.4%. As a reaction SMILES: Br[CH2:2][CH2:3][CH2:4][C:5]1[C:14]2[C:9](=[CH:10][CH:11]=[C:12]([O:15][CH3:16])[CH:13]=2)[CH2:8][CH2:7][CH:6]=1.[C:17]1(=[O:27])[NH:21][C:20](=[O:22])[C:19]2=[CH:23][CH:24]=[CH:25][CH:26]=[C:18]12.[K].CN(C=O)C>O>[CH3:16][O:15][C:12]1[CH:13]=[C:14]2[C:9]([CH2:8][CH2:7][CH:6]=[C:5]2[CH2:4][CH2:3][CH2:2][N:21]2[C:17](=[O:27])[C:18]3[C:19](=[CH:23][CH:24]=[CH:25][CH:26]=3)[C:20]2=[O:22])=[CH:10][CH:11]=1 |f:1.2,^1:27|. Procedure: A mixture of 4-(3-bromopropyl)-6-methoxy-1,2-dihydronaphthalene (10 g, 35.6 mmol), potassium phthalimide (7.9 g, 42.7 mmol) and DMF (50 ml ) was heated at 100° C. for 1 hour and then cooled. The mixture was diluted with water and the product was extracted with ethyl acetate. The extract was washed with brine and water, dried over anhydrous magnesium sulfate, and the solvent was removed in vacuo. The residue was purified by a silica gel column chromatography (ethyl acetate:hexane=2:8) to afford t...